Task: describe an organic reaction: reactants, conditions, products, and yield. Dataset: the Open Reaction Database (ORD), a public repository of structured organic reaction records The reactants are [N+](=O)([O-])C1=CC=C2C=NN(C2=C1)C1CCN(CC1)C(=O)OC(C)(C)C (tert-Butyl 4-(6-nitro-1H-indazol-1-yl)piperidine-1-carboxylate). Reagents/catalysts: [Pd] (palladium). The solvent is C(C)O (ethanol). Product: NC1=CC=C2C=NN(C2=C1)C1CCN(CC1)C(=O)OC(C)(C)C (tert-Butyl 4-(6-amino-1H-indazol-1-yl)piperidine-1-carboxylate). Isolated yield 147.5%. Reaction SMILES: [N+:1]([C:4]1[CH:12]=[C:11]2[C:7]([CH:8]=[N:9][N:10]2[CH:13]2[CH2:18][CH2:17][N:16]([C:19]([O:21][C:22]([CH3:25])([CH3:24])[CH3:23])=[O:20])[CH2:15][CH2:14]2)=[CH:6][CH:5]=1)([O-])=O>C(O)C.[Pd]>[NH2:1][C:4]1[CH:12]=[C:11]2[C:7]([CH:8]=[N:9][N:10]2[CH:13]2[CH2:14][CH2:15][N:16]([C:19]([O:21][C:22]([CH3:25])([CH3:24])[CH3:23])=[O:20])[CH2:17][CH2:18]2)=[CH:6][CH:5]=1. Procedure details: tert-Butyl 4-(6-nitro-1H-indazol-1-yl)piperidine-1-carboxylate (3.00 mmol, 1.04 g) and palladium (10% on C) (0.150 mmol, 0.160 g) in ethanol (30 mL) were stirred under a hydrogen atmosphere at 5 bar for 1 hour. The reaction mixture was filtered and concentrated at reduced pressure to afford the title compound (1.4 g). MS (ESI) m/z 317.2 [M+H]+ Reaction SMILES: [B-:37]([F:38])([F:39])([F:40])[F:41].[C:22]([CH3:23])([CH3:24])([CH3:25])[O:26][CH2:27][CH:28]([NH2:29])[C:30](=[O:31])[O:32][C:33]([CH3:34])([CH3:35])[CH3:36].[CH2:1]([c:2]1[cH:3][cH:4][cH:5][cH:6][cH:7]1)[O:8][C:9](=[O:10])[NH:11][CH:12]([C:13](=[O:14])[OH:15])[c:16]1[cH:17][cH:18][cH:19][cH:20][cH:21]1.[Cl:59][CH2:60][Cl:61].[n:42]1([O:43][C:44]([N:45]([CH3:46])[CH3:47])=[N+:48]([CH3:49])[CH3:50])[c:51]2[cH:52][cH:53][cH:54][cH:55][c:56]2[n:57][n:58]1>>[CH2:1]([c:2]1[cH:3][cH:4][cH:5][cH:6][cH:7]1)[O:8][C:9](=[O:10])[NH:11][CH:12]([C:13](=[O:15])[NH:29][CH:28]([CH2:27][O:26][C:22]([CH3:23])([CH3:24])[CH3:25])[C:30](=[O:31])[O:32][C:33]([CH3:34])([CH3:35])[CH3:36])[c:16]1[cH:17][cH:18][cH:19][cH:20][cH:21]1. Yields the product CC(C)(C)OCC(NC(=O)C(NC(=O)OCc1ccccc1)c1ccccc1)C(=O)OC(C)(C)C. Starting materials: F[B-](F)(F)F, CC(C)(C)OCC(N)C(=O)OC(C)(C)C, O=C(NC(C(=O)O)c1ccccc1)OCc1ccccc1, ClCCl, CN(C)C(On1nnc2ccccc21)=[N+](C)C. Starting materials: tetrakis(triphenyl-phosphine)palladium(0), O.[OH-].[Li+] (Lithium hydroxide monohydrate), CN1C(C(=CC(=C1)B1OC(C(O1)(C)C)(C)C)NC1=NC=C(C=C1)N1CCN(CC1)C)=O (1-methyl-3-[5-(4-methyl-piperazin-1-yl)-pyridin-2-ylamino]-5-(4,4,5,5-tetramethyl-[1,3,2]dioxaborolan-2-yl)-1H-pyridin-2-one), C(C)(=O)OCC1=C(C=CC=C1B1OC(C(O1)(C)C)(C)C)N1C(C=2C=C3CCCCN3C2CC1)=O (2-(1-Oxo-3,4,6,7,8,9-hexahydropyrido[3,4-b]indolizin-2(1H)-yl)-6-(4,4,5,5-tetramethyl-1,3,2-dioxaborolan-2-yl)benzyl Acetate), C([O-])([O-])=O.[Na+].[Na+] (sodium carbonate). The solvent is C(Cl)Cl.CO (methylene chloride methanol), O (water), C(Cl)Cl.CO (methylene chloride methanol), O (water), O (water), O1CCOCC1 (1,4-dioxane). Reaction conditions: temperature 100 celsius, time 2 hour. The product is OCC1=C(C=CC=C1C1=CN(C(C(=C1)NC1=NC=C(C=C1)N1CCN(CC1)C)=O)C)N1C(C=2C=C3CCCCN3C2CC1)=O (2-(2-(Hydroxymethyl)-3-(1-methyl-5-(5-(4-methylpiperazin-1-yl)pyridin-2-ylamino)-6-oxo-1,6-dihydropyridin-3-yl)phenyl)-3,4,6,7,8,9-hexahydropyrido[3,4-b]indolizin-1(2H)-one). The yield is 8.0%. As a reaction SMILES: [CH3:1][N:2]1[CH:7]=[C:6](B2OC(C)(C)C(C)(C)O2)[CH:5]=[C:4]([NH:17][C:18]2[CH:23]=[CH:22][C:21]([N:24]3[CH2:29][CH2:28][N:27]([CH3:30])[CH2:26][CH2:25]3)=[CH:20][N:19]=2)[C:3]1=[O:31].C([O:35][CH2:36][C:37]1[C:42](B2OC(C)(C)C(C)(C)O2)=[CH:41][CH:40]=[CH:39][C:38]=1[N:52]1[CH2:64][CH2:63][C:62]2[N:61]3[C:56]([CH2:57][CH2:58][CH2:59][CH2:60]3)=[CH:55][C:54]=2[C:53]1=[O:65])(=O)C.C(=O)([O-])[O-].[Na+].[Na+].O.[OH-].[Li+]>C(Cl)Cl.CO.O.O1CCOCC1>[OH:35][CH2:36][C:37]1[C:42]([C:6]2[CH:5]=[C:4]([NH:17][C:18]3[CH:23]=[CH:22][C:21]([N:24]4[CH2:25][CH2:26][N:27]([CH3:30])[CH2:28][CH2:29]4)=[CH:20][N:19]=3)[C:3](=[O:31])[N:2]([CH3:1])[CH:7]=2)=[CH:41][CH:40]=[CH:39][C:38]=1[N:52]1[CH2:64][CH2:63][C:62]2[N:61]3[C:56]([CH2:57][CH2:58][CH2:59][CH2:60]3)=[CH:55][C:54]=2[C:53]1=[O:65] |f:2.3.4,5.6.7,8.9|. Reported procedure: A 100-mL single-neck round-bottomed flask equipped with a magnetic stirrer and nitrogen inlet was charged with 197e (210 mg, 0.560 mmol), 118f (330 mg, 0.710 mmol), sodium carbonate (175 mg, 1.70 mmol), water (2 mL) and 1,4-dioxane (8 mL). After bubbling nitrogen through the resulting suspension for 30 min, tetrakis(triphenyl-phosphine)palladium(0) (64 mg, 0.055 mmol) was added. A reflux condenser was attached to the flask, and the reaction mixture was heated at 100° C. for 2 h. After this time,...